From a dataset of the Open Reaction Database (ORD), a public repository of structured organic reaction records. describe an organic reaction: reactants, conditions, products, and yield RXN SMILES: Cl[C:2]1[C:11]([C:12]2[CH:17]=[CH:16][CH:15]=[CH:14][CH:13]=2)=[C:10]([N:18]([CH3:20])[CH3:19])[C:9]2[C:4](=[CH:5][CH:6]=[C:7]([C:21]([C:29]3[N:33]([CH3:34])[CH:32]=[N:31][CH:30]=3)([C:23]3[CH:28]=[CH:27][N:26]=[CH:25][CH:24]=3)[OH:22])[CH:8]=2)[N:3]=1.[C:35]([OH:41])([C:37]([F:40])([F:39])[F:38])=[O:36].[O:42]([CH:44]([CH3:46])[CH3:45])[Na].C[O-].[Na+]>CC(O)C.CO>[CH3:19][N:18]([CH3:20])[C:10]1[C:9]2[C:4](=[CH:5][CH:6]=[C:7]([C:21]([C:29]3[N:33]([CH3:34])[CH:32]=[N:31][CH:30]=3)([C:23]3[CH:28]=[CH:27][N:26]=[CH:25][CH:24]=3)[OH:22])[CH:8]=2)[N:3]=[C:2]([O:42][CH:44]([CH3:46])[CH3:45])[C:11]=1[C:12]1[CH:17]=[CH:16][CH:15]=[CH:14][CH:13]=1.[C:35]([OH:41])([C:37]([F:40])([F:39])[F:38])=[O:36] |f:0.1,3.4,7.8|. Reactants: ClC1=NC2=CC=C(C=C2C(=C1C1=CC=CC=C1)N(C)C)C(O)(C1=CC=NC=C1)C1=CN=CN1C.C(=O)(C(F)(F)F)O ((2-Chloro-4-(dimethylamino)-3-phenylquinolin-6-yl)(1-methyl-1H-imidazol-5-yl)pyridin-4-ylmethanol•TFA), O([Na])C(C)C (NaOiPr), C[O-].[Na+] (NaOMe). Run in CC(C)O (iPrOH), CO (MeOH). Reported procedure: The title compound was prepared using (2-chloro-4-(dimethylamino)-3-phenylquinolin-6-yl)(1-methyl-1H-imidazol-5-yl)(pyridin-4-yl)methanol (Example 47) and NaOiPr in iPrOH in place of (3-chlorophenyl)(2,4-dichloro-3-phenylquinolin-6-yl)(pyridin-3-yl)methanol and NaOMe in MeOH, respectively, according to the procedure described in Example 79. 1H NMR (400 MHz, MeOH-d4) δ 9.08 (s, 1H), 8.84 (d, J=6.11 Hz, 2H), 8.11 (s, 1H), 8.05 (d, J=6.11 Hz, 2H), 7.87 (d, J=8.80 Hz, 1H), 7.64 (d, J=8.80 Hz, 1H), 7... Yields the product CN(C1=C(C(=NC2=CC=C(C=C12)C(O)(C1=CC=NC=C1)C1=CN=CN1C)OC(C)C)C1=CC=CC=C1)C.C(=O)(C(F)(F)F)O ([4-(Dimethylamino)-2-(1-methylethoxy)-3-phenylquinolin-6-yl](1-methyl-1H-imidazol-5-yl)pyridin-4-ylmethanol•TFA). Reactants: Cl.ClC1=CN=NC2=CC(=C(C=C12)OC)OCC1=CC=NC=C1 (4-chloro-6-methoxy-7-(4-pyridylmethoxy)cinnoline hydrochloride), FC1=C(N)C=C(C(=C1)C)O (2-fluoro-5-hydroxy-4-methylaniline). Run in CC(CCC)O (2-pentanol). The product is Cl.FC1=C(NC2=CN=NC3=CC(=C(C=C23)OC)OCC2=CC=NC=C2)C=C(C(=C1)C)O (4-(2-fluoro-5-hydroxy-4-methylanilino)-6-methoxy-7-(4-pyridylmethoxy)cinnoline hydrochloride). Isolated yield 29.3%. As a reaction SMILES: Cl.[Cl:2][C:3]1[C:12]2[C:7](=[CH:8][C:9]([O:15][CH2:16][C:17]3[CH:22]=[CH:21][N:20]=[CH:19][CH:18]=3)=[C:10]([O:13][CH3:14])[CH:11]=2)[N:6]=[N:5][CH:4]=1.[F:23][C:24]1[CH:30]=[C:29]([CH3:31])[C:28]([OH:32])=[CH:27][C:25]=1[NH2:26]>CC(O)CCC>[ClH:2].[F:23][C:24]1[CH:30]=[C:29]([CH3:31])[C:28]([OH:32])=[CH:27][C:25]=1[NH:26][C:3]1[C:12]2[C:7](=[CH:8][C:9]([O:15][CH2:16][C:17]3[CH:22]=[CH:21][N:20]=[CH:19][CH:18]=3)=[C:10]([O:13][CH3:14])[CH:11]=2)[N:6]=[N:5][CH:4]=1 |f:0.1,4.5|. Procedure details: A solution of 4-chloro-6-methoxy-7-(4-pyridylmethoxy)cinnoline hydrochloride (268 mg, 0.71 mmol), (prepared as described for the starting material in Example 10), and 2-fluoro-5-hydroxy-4-methylaniline, (109 mg, 0.77 mmol), (prepared as described for the starting material in Example 11), in 2-pentanol (6 ml) was heated at reflux for 4 hours. After dilution with isopropanol the solid was filtered off, washed with isopropanol followed by ether to give 4-(2-fluoro-5-hydroxy-4-methylanilino)-6-metho... The reactants are S1C2=C(C=C1)C(CCC2)N=C=O (4,5,6,7-tetrahydrobenzo[b]thien-4-ylisocyanate), C(C)(=O)N (acetamide). Product: C(C)(=O)NC(=O)NC1CCCC=2SC=CC21 (1-acetyl-3-(4,5,6,7-tetrahydrobenzo[b]thien-4-yl)urea). As a reaction SMILES: [S:1]1[CH:5]=[CH:4][C:3]2[CH:6]([N:10]=[C:11]=[O:12])[CH2:7][CH2:8][CH2:9][C:2]1=2.[C:13]([NH2:16])(=[O:15])[CH3:14]>>[C:13]([NH:16][C:11]([NH:10][CH:6]1[C:3]2[CH:4]=[CH:5][S:1][C:2]=2[CH2:9][CH2:8][CH2:7]1)=[O:12])(=[O:15])[CH3:14]. Reported procedure: A 2.94 g sample of benzoyl isocyanate in 5 ml of CH2Cl2 is added to 3.04 g of 4,5,6,7-tetrahydrobenzo[b]thiophen-4-amine in 50 ml of CH2Cl2 under N2 atmosphere. After stirring overnight at room temperature, the reaction mixture is evaporated to dryness in vacuo. The residue is then stirred in 100 ml of Et2O and filtered to afford 1-benzoyl-3-(4,5,6,7-tetrahydrobenzo[b]thien-4-yl)urea, m.p. 189° C. to 194° C. Substitution of trichloroacetyl isocyanate for benzoyl isocyanate affords 1-trichloroace... Starting materials: CN(C)C=O (DMF), ClCCl (dichloromethane), C(#N)C(C#N)=CC (2-cyano-but-2-enenitrile), P(=O)(Cl)(Cl)Cl (phosphorus oxychloride). The solvent is O (water). Run at temperature 100 celsius, time 24 hour. The product is ClC1=NC=C(C=C1C#N)C=O (2-chloro-3-cyano-5-pyridinecarboxaldehyde). Isolated yield 16.4%. RXN SMILES: [CH3:1][N:2](C=O)C.[C:6]([C:8](=[CH:11][CH3:12])[C:9]#[N:10])#N.P(Cl)(Cl)(Cl)=[O:14].Cl[CH2:19][Cl:20]>O>[Cl:20][C:19]1[C:12]([C:1]#[N:2])=[CH:11][C:8]([CH:6]=[O:14])=[CH:9][N:10]=1. Reported procedure: A mixture of 292 g (4 mol) of DMF and 102 g (0.887 mol) of crude, 80% pure, according to GC analysis, (remainder benzene) 2-cyano-but-2-enenitrile is added dropwise with stirring to 614 g (4 mol) of phosphorus oxychloride in the absence of moisture with ice-bath cooling at 20° to 25° C. in the course of 40 minutes. The mixture is then heated in the course of one hour to 95° to 100° C. and kept at this temperature for a further 24 hours. After cooling, the mixture is worked up in accordance with ... The reactants are CCOC(C)=O, ClCCl, CC(=O)OC(C)=O, CC(C)OC(C)C, O=CO, CC(=O)OC=O, NCc1ccc(CN2CCN(c3ncccn3)CC2)cc1. RXN SMILES: [C:42]([O:43][CH2:44][CH3:45])(=[O:46])[CH3:47].[CH2:48]([Cl:49])[Cl:50].[CH3:1][C:2]([O:3][C:5]([CH3:4])=[O:7])=[O:6].[CH:35]([O:36][CH:37]([CH3:38])[CH3:39])([CH3:40])[CH3:41].[CH:51]([OH:52])=[O:53].[CH:8]([O:9][C:10](=[O:11])[CH3:12])=[O:13].[NH2:14][CH2:15][c:16]1[cH:17][cH:18][c:19]([CH2:22][N:23]2[CH2:24][CH2:25][N:26]([c:29]3[n:30][cH:31][cH:32][cH:33][n:34]3)[CH2:27][CH2:28]2)[cH:20][cH:21]1>>[CH:5](=[O:7])[NH:14][CH2:15][c:16]1[cH:17][cH:18][c:19]([CH2:22][N:23]2[CH2:24][CH2:25][N:26]([c:29]3[n:30][cH:31][cH:32][cH:33][n:34]3)[CH2:27][CH2:28]2)[cH:20][cH:21]1. The product is O=CNCc1ccc(CN2CCN(c3ncccn3)CC2)cc1. The reactants are C(C)(C)(C)OC(NC1(CCC1)C1=CC=C(C=C1)C=1C(=CC2=C(OCCN2)N1)C1=CC=CC=C1)=O (tert-butyl(1-(4-(7-phenyl-2,3-dihydro-1H-pyrido[2,3-b][1,4]oxazin-6-yl)phenyl)cyclobutyl)carbamate), C([O-])([O-])=O.[K+].[K+] (potassium carbonate), BrCC#N (bromoacetonitrile), CN(C)C=O (DMF), C(=O)(O)[O-].[Na+] (NaHCO3). Run at time 4 hour. The product is C(#N)CN1C2=C(OCC1)N=C(C(=C2)C2=CC=CC=C2)C2=CC=C(C=C2)C2(CCC2)NC(OCCCC)=O (butyl (1-(4-(1-(cyanomethyl)-7-phenyl-2,3-dihydro-1H-pyrido[2,3-b][1,4]oxazin-6-yl)phenyl)cyclobutyl)carbamate). Isolated yield 19.0%. RXN SMILES: [C:1]([O:5][C:6](=[O:34])[NH:7][C:8]1([C:12]2[CH:17]=[CH:16][C:15]([C:18]3[C:19]([C:28]4[CH:33]=[CH:32][CH:31]=[CH:30][CH:29]=4)=[CH:20][C:21]4[NH:26][CH2:25][CH2:24][O:23][C:22]=4[N:27]=3)=[CH:14][CH:13]=2)[CH2:11][CH2:10][CH2:9]1)([CH3:4])(C)C.C(=O)([O-])[O-].[K+].[K+].Br[CH2:42][C:43]#N.[C:45]([O-])(O)=O.[Na+].C[N:51]([CH:53]=O)C>>[C:53]([CH2:45][N:26]1[CH2:25][CH2:24][O:23][C:22]2[N:27]=[C:18]([C:15]3[CH:14]=[CH:13][C:12]([C:8]4([NH:7][C:6](=[O:34])[O:5][CH2:1][CH2:4][CH2:42][CH3:43])[CH2:11][CH2:10][CH2:9]4)=[CH:17][CH:16]=3)[C:19]([C:28]3[CH:33]=[CH:32][CH:31]=[CH:30][CH:29]=3)=[CH:20][C:21]1=2)#[N:51] |f:1.2.3,5.6|. Procedure details: To a solution of tert-butyl(1-(4-(7-phenyl-2,3-dihydro-1H-pyrido[2,3-b][1,4]oxazin-6-yl)phenyl)cyclobutyl)carbamate (24 mg, 0.05 mmol) in dry DMF (1 ml) was added potassium carbonate (93 mg, 1.57 mmol) and bromoacetonitrile (110 μl, 1.57 mmol) under nitrogen. The resulting mixture was stirred for 4 hours at 80 C. A saturated solution of NaHCO3 was added and the mixture was extracted with dichloromethane (3×10 ml) using a phase separator (Isolute® SPE). The combined organic phases were concentrat... The reactants are CC1=C(C(=CC=C1)C)Br (2,6-dimethylbromobenzene), C(CC(=O)OCC)(=O)OCC (diethyl malonate), P(C(C)(C)C)(C(C)(C)C)C(C)(C)C (P(tert-Bu)3), [H+].[B-](F)(F)(F)F (HBF4), C(=O)([O-])[O-].[K+].[K+] (K2CO3), KHCO3. Reagents/catalysts: C=1C=CC(=CC1)/C=C/C(=O)/C=C/C2=CC=CC=C2.C=1C=CC(=CC1)/C=C/C(=O)/C=C/C2=CC=CC=C2.[Pd] (Pd(dba)2). Run at temperature 160 celsius, time 8 hour. The product is CC1=C(C(=CC=C1)C)CC(=O)OCC (ethyl 2,6-dimethylphenylacetate). The yield is 81.0%. RXN SMILES: [CH3:1][C:2]1[CH:7]=[CH:6][CH:5]=[C:4]([CH3:8])[C:3]=1Br.C(OCC)(=O)[CH2:11][C:12]([O:14][CH2:15][CH3:16])=[O:13].P(C(C)(C)C)(C(C)(C)C)C(C)(C)C.[H+].[B-](F)(F)(F)F.C([O-])([O-])=O.[K+].[K+]>C1C=CC(/C=C/C(/C=C/C2C=CC=CC=2)=O)=CC=1.C1C=CC(/C=C/C(/C=C/C2C=CC=CC=2)=O)=CC=1.[Pd]>[CH3:1][C:2]1[CH:7]=[CH:6][CH:5]=[C:4]([CH3:8])[C:3]=1[CH2:11][C:12]([O:14][CH2:15][CH3:16])=[O:13] |f:3.4,5.6.7,8.9.10|. Procedure details: A dry Schlenk vessel was initially charged with 185 mg [1 mmol] of 2,6-dimethylbromobenzene, 1056 mg [6.6 mmol] of diethyl malonate, 2.88 mg [0.005 mmol] of Pd(dba)2, 3.19 mg [0.011 mmol] of P(tert-Bu)3×HBF4, 207 mg [1.5 mmol] of dried K2CO3 and 150 mg [1.5 mmol] of KHCO3. The reaction vessel was three times evacuated and filled with nitrogen. This was followed by stirring at 160° C. until completion of conversion (8 hours). After cooling to room temperature, the reaction mixture was diluted wit... Reaction SMILES: [BH3:40].[Br-:37].[Br-:38].[Br-:39].[CH3:1][O:2][c:3]1[cH:4][cH:5][c:6]([P:9]([c:10]2[cH:11][cH:12][c:13]3[cH:14][cH:15][cH:16][c:17]4[c:18]5[cH:19][cH:20][cH:21][c:22]6[cH:23][cH:24][cH:25][c:26]([c:27]2[c:28]34)[c:29]56)([c:30]2[cH:31][cH:32][cH:33][cH:34][cH:35]2)=[O:36])[cH:7][cH:8]1.[Cl:42][CH2:43][Cl:44].[OH2:41]>>[OH:2][c:3]1[cH:4][cH:5][c:6]([P:9]([c:10]2[cH:11][cH:12][c:13]3[cH:14][cH:15][cH:16][c:17]4[c:18]5[cH:19][cH:20][cH:21][c:22]6[cH:23][cH:24][cH:25][c:26]([c:27]2[c:28]34)[c:29]56)([c:30]2[cH:31][cH:32][cH:33][cH:34][cH:35]2)=[O:36])[cH:7][cH:8]1. Yields the product O=P(c1ccccc1)(c1ccc(O)cc1)c1ccc2cccc3c4cccc5cccc(c1c23)c54. Starting materials: B, [Br-], [Br-], [Br-], COc1ccc(P(=O)(c2ccccc2)c2ccc3cccc4c5cccc6cccc(c2c34)c65)cc1, ClCCl, O.